This data is from the Open Reaction Database (ORD), a public repository of structured organic reaction records. The task is: describe an organic reaction: reactants, conditions, products, and yield Starting materials: NC=1C=CC(=NC1)OC1=CC=C(C=C1)CCC(=O)N1CCN(CC1)CC1=CC=2OCOC2C=C1 (3-[4-(5-aminopyridin-2-yloxy)phenyl]-1-(4-piperonylpiperazin-1-yl)propane-1-one), C(C)N(C(C)C)C(C)C (ethyldiisopropylamine), ClC=1C=C(C=CC1Cl)N=C=O (3,4-dichlorophenylisocyanate). Solvent: C1(=CC=CC=C1)C (toluene). Conditions: time 1 day. The product is C(C1=CC=2OCOC2C=C1)N1CCN(CC1)C(CCC1=CC=C(OC2=CC=C(C=N2)NC(=O)NC2=CC(=C(C=C2)Cl)Cl)C=C1)=O (1-(6-{4-[3-(4-piperonylpiperazin-1-yl)-3-oxopropyl]phenoxy}pyridin-3-yl)-3-(3,4-dichlorophenyl)urea). As a reaction SMILES: [NH2:1][C:2]1[CH:3]=[CH:4][C:5]([O:8][C:9]2[CH:14]=[CH:13][C:12]([CH2:15][CH2:16][C:17]([N:19]3[CH2:24][CH2:23][N:22]([CH2:25][C:26]4[CH:34]=[CH:33][C:32]5[O:31][CH2:30][O:29][C:28]=5[CH:27]=4)[CH2:21][CH2:20]3)=[O:18])=[CH:11][CH:10]=2)=[N:6][CH:7]=1.C(N(C(C)C)C(C)C)C.[Cl:44][C:45]1[CH:46]=[C:47]([N:52]=[C:53]=[O:54])[CH:48]=[CH:49][C:50]=1[Cl:51]>C1(C)C=CC=CC=1>[CH2:25]([N:22]1[CH2:23][CH2:24][N:19]([C:17](=[O:18])[CH2:16][CH2:15][C:12]2[CH:11]=[CH:10][C:9]([O:8][C:5]3[N:6]=[CH:7][C:2]([NH:1][C:53]([NH:52][C:47]4[CH:48]=[CH:49][C:50]([Cl:51])=[C:45]([Cl:44])[CH:46]=4)=[O:54])=[CH:3][CH:4]=3)=[CH:14][CH:13]=2)[CH2:20][CH2:21]1)[C:26]1[CH:34]=[CH:33][C:32]2[O:31][CH2:30][O:29][C:28]=2[CH:27]=1. Procedure: To a solution of 3-[4-(5-aminopyridin-2-yloxy)phenyl]-1-(4-piperonylpiperazin-1-yl)propane-1-one (600 mg, 1.3 mmol) in toluene (20 mL) were added ethyldiisopropylamine (0.454 mL, 2.6 mmol) and 3,4-dichlorophenylisocyanate (270 mg, 1.4 mmol), and the resulting solution was stirred for 1 day under reflux. The reaction solution was evaporated under reduced pressure. The residue was purified by silica gel column chromatography (methanol:chloroform=1:19), and then recrystallized from ethyl acetate to...